This data is from the Open Reaction Database (ORD), a public repository of structured organic reaction records. The task is: describe an organic reaction: reactants, conditions, products, and yield Reactants: Oc1nncc2cc(Br)ccc12, C[Si](C)(C)[N-][Si](C)(C)C, CC1CCCO1, CO, Nc1ccc(F)cc1, [Li+]. Product: Oc1nncc2cc(Nc3ccc(F)cc3)ccc12. As a reaction SMILES: [Br:1][c:2]1[cH:3][c:4]2[cH:5][n:6][n:7][c:8]([OH:12])[c:9]2[cH:10][cH:11]1.[CH3:21][Si:22]([N-:23][Si:24]([CH3:25])([CH3:26])[CH3:27])([CH3:28])[CH3:29].[CH3:31][CH:32]1[CH2:33][CH2:34][CH2:35][O:36]1.[CH3:37][OH:38].[F:13][c:14]1[cH:15][cH:16][c:17]([NH2:20])[cH:18][cH:19]1.[Li+:30]>>[c:2]1([NH:20][c:17]2[cH:16][cH:15][c:14]([F:13])[cH:19][cH:18]2)[cH:3][c:4]2[cH:5][n:6][n:7][c:8]([OH:12])[c:9]2[cH:10][cH:11]1. The reactants are Cl (hydrochloric acid), FC=1C=C(OC2=CC(=NC=C2)C(=O)N)C=CC1NC(=O)C1(CC1)C(NC1=CC=C(C=C1)F)=O (4-(3-Fluoro-4-{[1-(4-fluorophenylcarbamoyl)cyclopropanecarbonyl]amino}phenoxy)pyridine-2-carboxamide), CN(C=O)C (N,N-dimethylformamide), O (water), FC(C(=O)OI(OC(C(F)(F)F)=O)C1=CC=CC=C1)(F)F ([bis(trifluoroacetoxy)iodo]benzene). Solvent: N1=CC=CC=C1 (pyridine). Run at time 33 hour. Yields the product Cl.NC1=NC=CC(=C1)OC1=CC(=C(C=C1)NC(=O)C1(CC1)C(=O)NC1=CC=C(C=C1)F)F (N-{4-[(2-Aminopyridin-4-yl)oxy]-2-fluorophenyl}-N′-(4-fluorophenyl)cyclopropane-1,1-dicarboxamide monohydrochloride). The yield is 54.9%. Reaction SMILES: [F:1][C:2]1[CH:3]=[C:4]([CH:15]=[CH:16][C:17]=1[NH:18][C:19]([C:21]1([C:24](=[O:33])[NH:25][C:26]2[CH:31]=[CH:30][C:29]([F:32])=[CH:28][CH:27]=2)[CH2:23][CH2:22]1)=[O:20])[O:5][C:6]1[CH:11]=[CH:10][N:9]=[C:8](C(N)=O)[CH:7]=1.O.FC(F)(F)C(OI(C1C=CC=CC=1)OC(=O)C(F)(F)F)=O.[ClH:56].C[N:58](C)C=O>N1C=CC=CC=1>[ClH:56].[NH2:58][C:8]1[CH:7]=[C:6]([O:5][C:4]2[CH:15]=[CH:16][C:17]([NH:18][C:19]([C:21]3([C:24]([NH:25][C:26]4[CH:31]=[CH:30][C:29]([F:32])=[CH:28][CH:27]=4)=[O:33])[CH2:22][CH2:23]3)=[O:20])=[C:2]([F:1])[CH:3]=2)[CH:11]=[CH:10][N:9]=1 |f:6.7|. Procedure details: 4-(3-Fluoro-4-{[1-(4-fluorophenylcarbamoyl)cyclopropanecarbonyl]amino}phenoxy)pyridine-2-carboxamide (1.0 g) was dissolved in N,N-dimethylformamide (10 ml) under a nitrogen atmosphere, and water (0.199 ml), [bis(trifluoroacetoxy)iodo]benzene (1.96 g) and pyridine (1.07 ml) were added at room temperature in this order, followed by stirring for 33 hr. The reaction mixture was partitioned after addition of ethyl acetate (30 ml) and a 1N aqueous solution of sodium hydroxide (10 ml). The organic laye... Reactants: [Cl-].[Mn+2].[Cl-] (manganese chloride), COC1=CC=C(C=C1)CC(=O)O (4-methoxyphenylacetic acid), C([O-])([O-])=O.[Na+].[Na+] (sodium carbonate). Yields the product C1(=CC=CC=C1)CC(=O)[O-].[Na+] (sodium phenylacetate), O.[Cl-].[Cl-].[Mn+2] (manganese dichloride hydrate). Reaction SMILES: C[O:2][C:3]1[CH:8]=[CH:7][C:6]([CH2:9][C:10]([OH:12])=[O:11])=[CH:5][CH:4]=1.C(=O)([O-])[O-].[Na+:17].[Na+].[Cl-:19].[Mn+2:20].[Cl-]>>[C:6]1([CH2:9][C:10]([O-:12])=[O:11])[CH:7]=[CH:8][CH:3]=[CH:4][CH:5]=1.[Na+:17].[OH2:2].[Cl-:19].[Cl-:19].[Mn+2:20] |f:1.2.3,4.5.6,7.8,9.10.11.12|. Reported procedure: Turning now to FIG. 1, a four step synthetic route for the preparation of α,δ-bis(4-hydroxy)sexiphenylene, in accordance with an embodiment of the present invention, is presented. Thus in a first step, a first solution is prepared by adding an appropriate amount of 4-methoxyphenylacetic acid to an aqueous solution of sodium carbonate. To this first solution is added an appropriate amount of a second solution, aqueous manganese chloride, to produce a pink foamy mixture. This mixture is washed wit... RXN SMILES: [N+:1]([C:4]1[CH:9]=[CH:8][C:7]([OH:10])=[CH:6][CH:5]=1)([O-:3])=[O:2].C(=O)([O-])[O-].[K+].[K+].Br[CH2:18][CH2:19][OH:20]>CN(C=O)C>[N+:1]([C:4]1[CH:9]=[CH:8][C:7]([O:10][CH2:18][CH2:19][OH:20])=[CH:6][CH:5]=1)([O-:3])=[O:2] |f:1.2.3|. Procedure: 4-nitrophenol (10 g) was dissolved in DMF (100 ml), potassium carbonate (12.9 g) and 2-bromoethanol (10.8 g) were added to the mixture, and the mixture was stirred for 16 hours at 90° C. After cooling to room temperature, the mixture was filtered, and the solvent was removed under reduced pressure. The obtained residue was added to water, and extracted with ethyl acetate. The organic layer was washed with saturated brine, and dried over magnesium sulfate. The solvent was removed under reduced pr... Yield: 59.2%. Run at temperature 90 celsius, time 16 hour. The product is [N+](=O)([O-])C1=CC=C(OCCO)C=C1 (2-(4-nitrophenoxy)ethanol). Solvent: CN(C)C=O (DMF). Reactants: C([O-])([O-])=O.[K+].[K+] (potassium carbonate), BrCCO (2-bromoethanol), [N+](=O)([O-])C1=CC=C(C=C1)O (4-nitrophenol). Starting materials: [BH4-], C#Cc1csc(C=O)c1, CO, [Na+], O. Product: C#Cc1csc(CO)c1. Reaction SMILES: [BH4-:10].[C:1](#[CH:2])[c:3]1[cH:4][c:5]([CH:8]=[O:9])[s:6][cH:7]1.[CH3:13][OH:14].[Na+:11].[OH2:12]>>[C:1](#[CH:2])[c:3]1[cH:4][c:5]([CH2:8][OH:9])[s:6][cH:7]1. The reactants are CCN=C=O, C1COCCO1, CCNC(=O)Nc1nc2cc(-c3cccnc3)cc(N)c2s1. Yields the product CCNC(=O)Nc1nc2cc(-c3cccnc3)cc(NC(=O)NCC)c2s1. RXN SMILES: [CH2:23]([CH3:24])[N:25]=[C:26]=[O:27].[CH2:28]1[O:29][CH2:30][CH2:31][O:32][CH2:33]1.[NH2:1][c:2]1[cH:3][c:4](-[c:17]2[cH:18][n:19][cH:20][cH:21][cH:22]2)[cH:5][c:6]2[n:7][c:8]([NH:11][C:12](=[O:13])[NH:14][CH2:15][CH3:16])[s:9][c:10]12>>[NH:1]([c:2]1[cH:3][c:4](-[c:17]2[cH:18][n:19][cH:20][cH:21][cH:22]2)[cH:5][c:6]2[n:7][c:8]([NH:11][C:12](=[O:13])[NH:14][CH2:15][CH3:16])[s:9][c:10]12)[C:26]([NH:25][CH2:23][CH3:24])=[O:27]. Reactants: CCCc1cc(C(O)O[SiH](C)C)ccc1C(C)(C)C, BrC(Br)(Br)Br, ClCCl, c1ccc(P(c2ccccc2)c2ccccc2)cc1. The product is CCCc1cc(C(Br)O[SiH](C)C)ccc1C(C)(C)C. Reaction SMILES: [C:1]([CH3:2])([CH3:3])([CH3:4])[c:5]1[c:6]([CH2:17][CH2:18][CH3:19])[cH:7][c:8]([CH:9]([O:10][SiH:11]([CH3:12])[CH3:13])[OH:14])[cH:15][cH:16]1.[C:39]([Br:40])([Br:41])([Br:42])[Br:43].[CH2:44]([Cl:45])[Cl:46].[c:20]1([P:21]([c:22]2[cH:23][cH:24][cH:25][cH:26][cH:27]2)[c:28]2[cH:29][cH:30][cH:31][cH:32][cH:33]2)[cH:34][cH:35][cH:36][cH:37][cH:38]1>>[C:1]([CH3:2])([CH3:3])([CH3:4])[c:5]1[c:6]([CH2:17][CH2:18][CH3:19])[cH:7][c:8]([CH:9]([O:10][SiH:11]([CH3:12])[CH3:13])[Br:40])[cH:15][cH:16]1. Reactants: C(=C)C1CC(=O)OC1 (3-vinylbutyrolactone), C(C)(=O)[O-].[Na+] (sodium acetate), CO (methanol). Yields the product OCC(CC(=O)OC)C=C (methyl 4-hydroxy-3-vinylbutyrate). Reaction SMILES: [CH:1]([CH:3]1[CH2:8][O:7][C:5](=[O:6])[CH2:4]1)=[CH2:2].C([O-])(=O)C.[Na+].[CH3:14][OH:15]>>[OH:15][CH2:14][CH:3]([CH:1]=[CH2:2])[CH2:4][C:5]([O:7][CH3:8])=[O:6] |f:1.2|. Procedure: A solution of RS 3-vinylbutyrolactone (3.5 g) and sodium acetate (2.56 g) in methanol (30 ml) was kept for 20 hours. Solvent was evaporated and the residue was partitioned between water and ether. The aqueous layer was extracted twice more with ether and the extracts combined, filtered through phase separating paper and evaporated. The residue was purified by filtration chromatography on silica gel (Merck 7736) starting with 1/9 ethyl acetate/hexane and progressing to 4/6 ethyl acetate/hexane as... Reactants: C(C)OC(COC1=CC=C(C=C1)CC=1NC=CN1)=O (4-(1-imidazolylmethyl)phenoxyacetic acid ethyl ester), CN (methylamine). Conditions: time 24 hour. Yields the product CNC(COC1=CC=C(C=C1)CC=1NC=CN1)=O (N-methyl-4-(1-imidazolylmethyl)phenoxyacetamide). As a reaction SMILES: C(O[C:4](=[O:19])[CH2:5][O:6][C:7]1[CH:12]=[CH:11][C:10]([CH2:13][C:14]2[NH:15][CH:16]=[CH:17][N:18]=2)=[CH:9][CH:8]=1)C.[CH3:20][NH2:21]>>[CH3:20][NH:21][C:4](=[O:19])[CH2:5][O:6][C:7]1[CH:8]=[CH:9][C:10]([CH2:13][C:14]2[NH:18][CH:17]=[CH:16][N:15]=2)=[CH:11][CH:12]=1. Procedure: A solution of 4-(1-imidazolylmethyl)phenoxyacetic acid ethyl ester (1.02 g) in 33% ethanolic methylamine was allowed to stand for 24 hour. The solution was evaporated and the residue was crystallised from ethyl acetate/petrol to give N-methyl-4-(1-imidazolylmethyl)phenoxyacetamide (0.61 g), m.p. 124°-125° C. Found: C, 63.44, H, 6.21, N, 17.25. C13H15N3O2 requires: C, 63.66, H, 6.16, N, 17.13%. Reactants: CO, COC(=O)C1CC2C=CC1(OC)CC2, [K+], N#N, [OH-], O. Yields the product COC12C=CC(CC1)CC2C(=O)O. RXN SMILES: [CH3:19][OH:20].[CH3:5][O:6][C:7]12[CH:8]([C:15](=[O:16])[O:17][CH3:18])[CH2:9][CH:10]([CH:11]=[CH:12]1)[CH2:13][CH2:14]2.[K+:4].[N:1]#[N:2].[OH-:3].[OH2:21]>>[CH3:5][O:6][C:7]12[CH:8]([C:15](=[O:16])[OH:17])[CH2:9][CH:10]([CH:11]=[CH:12]1)[CH2:13][CH2:14]2.